This data is from the Open Reaction Database (ORD), a public repository of structured organic reaction records. The task is: describe an organic reaction: reactants, conditions, products, and yield Starting materials: COC=1C=C2[C@@]3(CC[C@H]4C(CCC[C@@]4([C@H]3COC2=C(C1)OC)C)(C)C)C ((1R,10R,11S,16S)-4,6-dimethoxy-1,11,15,15-tetramethyl-8-oxatetracyclo[8.8.0.02,7.011,16]octadeca-2,4,6-triene), B(Br)(Br)Br (BBr3). Solvent: C(Cl)Cl (CH2Cl2). Reaction conditions: time 6 hour. The product is COC=1C=C2[C@@]3(CC[C@H]4C(CCC[C@@]4([C@H]3COC2=C(C1)O)C)(C)C)C ((1R,10R,11S,16S)-4-methoxy-1,11,15,15-tetramethyl-8-oxatetracyclo[8.8.0.02,7.011,16]octadeca-2,4,6-trien-6-ol). As a reaction SMILES: [CH3:1][O:2][C:3]1[CH:4]=[C:5]2[C:18](=[C:19]([O:21]C)[CH:20]=1)[O:17][CH2:16][C@H:15]1[C@@:6]2([CH3:26])[CH2:7][CH2:8][C@@H:9]2[C@:14]1([CH3:23])[CH2:13][CH2:12][CH2:11][C:10]2([CH3:25])[CH3:24].B(Br)(Br)Br>C(Cl)Cl>[CH3:1][O:2][C:3]1[CH:4]=[C:5]2[C:18](=[C:19]([OH:21])[CH:20]=1)[O:17][CH2:16][C@H:15]1[C@@:6]2([CH3:26])[CH2:7][CH2:8][C@@H:9]2[C@:14]1([CH3:23])[CH2:13][CH2:12][CH2:11][C:10]2([CH3:25])[CH3:24]. Reported procedure: To a solution of (1R,10R,11S,16S)-4,6-dimethoxy-1,11,15,15-tetramethyl-8-oxatetracyclo[8.8.0.02,7.011,16]octadeca-2,4,6-triene (Compound No. 42) (0.186 g, 0.519 mmol) in anhydrous CH2Cl2 (10 mL) at 0° C. under nitrogen, BBr3 (1.0 M in CH2Cl2, 0.54 mL, 0.54 mmol) was added dropwise. The solution was stirred at room temperature for 6 h. The reaction was quenched at 0° C. with anhydrous MeOH (6 mL) and evaporated. The residue was co-evaporated with MeOH (4×20 mL) and dried in vacuo. Purification by... Reactants: CC(=O)N1CCNCC1, CN1CCCC1=O, CCOC(C)=O, Cn1ncc2c(F)c(Cc3cnc4ccc(Cl)nn34)c(F)cc21, [F-], [K+]. The product is CC(=O)N1CCN(c2ccc3ncc(Cc4c(F)cc5c(cnn5C)c4F)n3n2)CC1. As a reaction SMILES: [C:26]([CH3:27])(=[O:28])[N:29]1[CH2:30][CH2:31][NH:32][CH2:33][CH2:34]1.[CH3:35][N:36]1[CH2:37][CH2:38][CH2:39][C:40]1=[O:41].[CH3:42][CH2:43][O:44][C:45]([CH3:46])=[O:47].[Cl:1][c:2]1[cH:3][cH:4][c:5]2[n:6]([n:7]1)[c:8]([CH2:11][c:12]1[c:13]([F:23])[c:14]3[cH:15][n:16][n:17]([CH3:22])[c:18]3[cH:19][c:20]1[F:21])[cH:9][n:10]2.[F-:24].[K+:25]>>[c:2]1([N:32]2[CH2:31][CH2:30][N:29]([C:26]([CH3:27])=[O:28])[CH2:34][CH2:33]2)[cH:3][cH:4][c:5]2[n:6]([n:7]1)[c:8]([CH2:11][c:12]1[c:13]([F:23])[c:14]3[cH:15][n:16][n:17]([CH3:22])[c:18]3[cH:19][c:20]1[F:21])[cH:9][n:10]2. Reactants: [BH4-], Cc1cc(C)c(CNC(=O)c2cc(N3CCC(=O)CC3)nc3c2cnn3C(C)C)c(=O)[nH]1, CO, [Na+]. Product: Cc1cc(C)c(CNC(=O)c2cc(N3CCC(O)CC3)nc3c2cnn3C(C)C)c(=O)[nH]1. As a reaction SMILES: [BH4-:33].[CH3:1][c:2]1[c:3]([CH2:10][NH:11][C:12](=[O:13])[c:14]2[c:15]3[c:16]([n:17][c:18]([N:20]4[CH2:21][CH2:22][C:23](=[O:26])[CH2:24][CH2:25]4)[cH:19]2)[n:27]([CH:30]([CH3:31])[CH3:32])[n:28][cH:29]3)[c:4](=[O:9])[nH:5][c:6]([CH3:8])[cH:7]1.[CH3:35][OH:36].[Na+:34]>>[CH3:1][c:2]1[c:3]([CH2:10][NH:11][C:12](=[O:13])[c:14]2[c:15]3[c:16]([n:17][c:18]([N:20]4[CH2:21][CH2:22][CH:23]([OH:26])[CH2:24][CH2:25]4)[cH:19]2)[n:27]([CH:30]([CH3:31])[CH3:32])[n:28][cH:29]3)[c:4](=[O:9])[nH:5][c:6]([CH3:8])[cH:7]1. The reactants are C1(CC1)N(S(=O)(=O)C1=C(C=C(C=C1C)OC)C)CCOCC(=O)O (2-(2-(N-cyclopropyl-4-methoxy-2,6-dimethylphenyl-sulfonamido)ethoxy)acetic acid), C(C)(C)N(CC)C(C)C (diisopropyl ethylamine), resultant solution, Cl.Cl.C1(CC1)N1CCN(CC1)C1(CCNCC1)CNC(C1=CC=NC=C1)=O (N-((4-(4-cyclopropylpiperazin-1-yl)piperidin-4-yl)methyl)isonicotinamide dihydrochloride), C=1C=CC2=C(C1)N=NN2O (HOBT), CCN=C=NCCCN(C)C (EDCI). Reaction conditions: temperature 0 celsius, time 16 hour. Reaction SMILES: [CH:1]1([N:4]([CH2:18][CH2:19][O:20][CH2:21][C:22]([OH:24])=O)[S:5]([C:8]2[C:13]([CH3:14])=[CH:12][C:11]([O:15][CH3:16])=[CH:10][C:9]=2[CH3:17])(=[O:7])=[O:6])[CH2:3][CH2:2]1.C(N(C(C)C)CC)(C)C.C1C=CC2N(O)N=NC=2C=1.CCN=C=NCCCN(C)C.Cl.Cl.[CH:57]1([N:60]2[CH2:65][CH2:64][N:63]([C:66]3([CH2:72][NH:73][C:74](=[O:81])[C:75]4[CH:80]=[CH:79][N:78]=[CH:77][CH:76]=4)[CH2:71][CH2:70][NH:69][CH2:68][CH2:67]3)[CH2:62][CH2:61]2)[CH2:59][CH2:58]1>ClCCl.CN(C=O)C>[CH:1]1([N:4]([CH2:18][CH2:19][O:20][CH2:21][C:22]([N:69]2[CH2:68][CH2:67][C:66]([CH2:72][NH:73][C:74](=[O:81])[C:75]3[CH:80]=[CH:79][N:78]=[CH:77][CH:76]=3)([N:63]3[CH2:62][CH2:61][N:60]([CH:57]4[CH2:58][CH2:59]4)[CH2:65][CH2:64]3)[CH2:71][CH2:70]2)=[O:24])[S:5]([C:8]2[C:9]([CH3:17])=[CH:10][C:11]([O:15][CH3:16])=[CH:12][C:13]=2[CH3:14])(=[O:6])=[O:7])[CH2:3][CH2:2]1 |f:4.5.6|. Yields the product C1(CC1)N(S(=O)(=O)C1=C(C=C(C=C1C)OC)C)CCOCC(=O)N1CCC(CC1)(N1CCN(CC1)C1CC1)CNC(C1=CC=NC=C1)=O (N-((1-(2-(2-(N-Cyclopropyl-4-methoxy-2,6-dimethylphenyl-sulfonamido)ethoxy)acetyl)-4-(4-cyclopropylpiperazin-1-yl)piperidin-4-yl)-methyl)-isonicotinamide). Procedure details: To a solution of 2-(2-(N-cyclopropyl-4-methoxy-2,6-dimethylphenyl-sulfonamido)ethoxy)acetic acid AC7 (0.225 mmol) in dichloromethane (10 ml/mmol) was added diisopropyl ethylamine (4 equiv.) at 0° C. followed by the addition of HOBT (1.0 equiv.) and EDCI (1.5 equiv.). The resultant solution was stirred at 25° C. for 15 min. It was again cooled to 0° C. and a solution of N-((4-(4-cyclopropylpiperazin-1-yl)piperidin-4-yl)methyl)isonicotinamide dihydrochloride AM12 (1.2 equiv.) in DMF (2 ml) was add... Isolated yield 60.0%. Run in ClCCl (dichloromethane), CN(C)C=O (DMF), ClCCl (dichloromethane). The reactants are CC(C)O, CC(C)C(Cl)c1cncnc1C(F)(F)F, NCCNc1ccccc1. Yields the product CC(C)C(NCCNc1ccccc1)c1cncnc1C(F)(F)F. Reaction SMILES: [CH:26]([OH:27])([CH3:28])[CH3:29].[Cl:1][CH:2]([CH:3]([CH3:4])[CH3:5])[c:6]1[c:7]([C:12]([F:13])([F:14])[F:15])[n:8][cH:9][n:10][cH:11]1.[c:16]1([NH:22][CH2:23][CH2:24][NH2:25])[cH:17][cH:18][cH:19][cH:20][cH:21]1>>[CH:2]([CH:3]([CH3:4])[CH3:5])([c:6]1[c:7]([C:12]([F:13])([F:14])[F:15])[n:8][cH:9][n:10][cH:11]1)[NH:25][CH2:24][CH2:23][NH:22][c:16]1[cH:17][cH:18][cH:19][cH:20][cH:21]1.